This data is from the Open Reaction Database (ORD), a public repository of structured organic reaction records. The task is: describe an organic reaction: reactants, conditions, products, and yield Starting materials: BrC1=CC=C(NC=2SC3=C(C(N2)=O)C=CC=N3)C=C1 (2-(4-bromoanilino)-4H-pyrido[3,2-e]-1,3-thiazin-4-one), [H-].[Li+] (lithium hydride), C(C1=CC=CC=C1)Br (benzyl bromide). Product: C(C1=CC=CC=C1)N1C(SC2=C(C1=O)C=CC=N2)=NC2=CC=C(C=C2)Br (3-benzyl-2-[(4-bromophenyl)imino]-2,3-dihydro-4H-pyrido[3,2-e]-1,3-thiazin-4-one). The yield is 65.4%. Reaction SMILES: [Br:1][C:2]1[CH:19]=[CH:18][C:5]([NH:6][C:7]2[S:8][C:9]3[N:17]=[CH:16][CH:15]=[CH:14][C:10]=3[C:11](=[O:13])[N:12]=2)=[CH:4][CH:3]=1.[H-].[Li+].[CH2:22](Br)[C:23]1[CH:28]=[CH:27][CH:26]=[CH:25][CH:24]=1>>[CH2:22]([N:12]1[C:11](=[O:13])[C:10]2[CH:14]=[CH:15][CH:16]=[N:17][C:9]=2[S:8][C:7]1=[N:6][C:5]1[CH:18]=[CH:19][C:2]([Br:1])=[CH:3][CH:4]=1)[C:23]1[CH:28]=[CH:27][CH:26]=[CH:25][CH:24]=1 |f:1.2|. Procedure: The reaction procedure of Example 11 was followed except that 900 mg (2.69 mmol) of 2-(4-bromoanilino)-4H-pyrido[3,2-e]-1,3-thiazin-4-one, 24 mg of lithium hydride and 507 mg of benzyl bromide were used. The resulting residue was then purified through silica gel column chromatography (eluant: chloroform) to obtain 746 mg of 3-benzyl-2-[(4-bromophenyl)imino]-2,3-dihydro-4H-pyrido[3,2-e]-1,3-thiazin-4-one (recrystallized from a mixture of ether and hexane) as a low polarity substance and 163 mg of...